From a dataset of the Open Reaction Database (ORD), a public repository of structured organic reaction records. describe an organic reaction: reactants, conditions, products, and yield Reactants: O=O (Oxygen), β-benzoate, C(CCC)S (n-BuSH), C1=CC=C(C=C1)P(C2=CC=CC=C2)C3=CC=CC=C3 (Ph3P), C(C1=CC=CC=C1)(=O)O[C@H]1C[C@@H]2[C@@](OO[C@@H]([C@]1(O)C)C2)(C)CSCCCC ((1R,4S,5S,7S,8S)-7-benzoyloxy-4-n-butylthiomethyl-4,8-dimethyl-2,3-dioxabicyclo[3.3.1]nonan-8-ol). The solvent is CCCCCC.C1=CC=CC=C1 (hexane benzene), CCCCCC (hexane), CCCCCC.CCOC(=O)C (hexane EtOAc). Conditions: temperature 5 celsius, time 14 hour. The product is C(C1=CC=CC=C1)(=O)O[C@H]1C[C@@H]2[C@](OO[C@H]([C@]1(O)C)C2)(C)CSCCCC ((1S,4R,5S,7S,8S)-7-benzoyloxy-4-n-butylthiomethyl-4,8-dimethyl-2,3-dioxabicyclo[3.3.1]nonan-8-ol). Yield: 6.5%. RXN SMILES: O=O.C(S)CCC.C1C=CC(P(C2C=CC=CC=2)C2C=CC=CC=2)=CC=1.[C:27]([O:35][C@@H:36]1[C@:43]([CH3:45])([OH:44])[C@H:42]2[CH2:46][C@@H:38]([C@:39]([CH2:48][S:49][CH2:50][CH2:51][CH2:52][CH3:53])([CH3:47])[O:40][O:41]2)[CH2:37]1)(=[O:34])[C:28]1[CH:33]=[CH:32][CH:31]=[CH:30][CH:29]=1>CCCCCC.C1C=CC=CC=1.CCCCCC.CCCCCC.CCOC(C)=O>[C:27]([O:35][C@@H:36]1[C@:43]([CH3:45])([OH:44])[C@@H:42]2[CH2:46][C@@H:38]([C@@:39]([CH2:48][S:49][CH2:50][CH2:51][CH2:52][CH3:53])([CH3:47])[O:40][O:41]2)[CH2:37]1)(=[O:34])[C:28]1[CH:33]=[CH:32][CH:31]=[CH:30][CH:29]=1 |f:4.5,7.8|. Procedure details: Oxygen was bubbled through a solution of the β-benzoate 3a (993 mg, 3.87 mmol) and DBPO (23 mg, 0.1 mmol) in hexane-benzene (50 mL, 4:1) with simultaneous addition (syringe pump) during 10 h a solution of n-BuSH (180 mg, 2.0 mmol) in hexane (20 mL). After completion of the addition the mixture was kept under oxygen for an additional 14 h, cooled to 5° C., and Ph3P (526 mg, 2.0 mmol) was added. The reaction mixture was stirred for 2 h at 5° C., for additional 1 h at rt and then evaporated. Flash ... The reactants are FC=1C=CC(=C(C1)C1=C(CCC1)C1=CC=CC(=N1)C(=O)O)O (6-{2-[5-fluoro-2-(hydroxy)phenyl]cyclopent-1-enyl}pyridine-2-carboxylic acid), CC(=O)C (acetone), C(C1=CC=CC=C1)Br (benzyl bromide), CC(CC)=O (2-butanone). Yields the product C(C1=CC=CC=C1)OC(=O)C1=NC(=CC=C1)C1=C(CCC1)C1=C(C=CC(=C1)F)OCC1=CC=CC=C1 (6-{2-[5-Fluoro-2-(benzyloxy)phenyl]cyclopent-1-enyl}-pyridine-2-carboxylic acid benzyl ester). As a reaction SMILES: [F:1][C:2]1[CH:3]=[CH:4][C:5]([OH:22])=[C:6]([C:8]2[CH2:12][CH2:11][CH2:10][C:9]=2[C:13]2[N:18]=[C:17]([C:19]([OH:21])=[O:20])[CH:16]=[CH:15][CH:14]=2)[CH:7]=1.[CH2:23](Br)[C:24]1[CH:29]=[CH:28][CH:27]=[CH:26][CH:25]=1.[CH3:31][C:32](=O)[CH2:33][CH3:34].[CH3:36][C:37]([CH3:39])=O>>[CH2:23]([O:20][C:19]([C:17]1[CH:16]=[CH:15][CH:14]=[C:13]([C:9]2[CH2:10][CH2:11][CH2:12][C:8]=2[C:6]2[CH:7]=[C:2]([F:1])[CH:3]=[CH:4][C:5]=2[O:22][CH2:31][C:32]2[CH:39]=[CH:37][CH:36]=[CH:34][CH:33]=2)[N:18]=1)=[O:21])[C:24]1[CH:29]=[CH:28][CH:27]=[CH:26][CH:25]=1. Procedure: Prepared by general procedure 5 but using 6-{2-[5-fluoro-2-(hydroxy)phenyl]cyclopent-1-enyl}pyridine-2-carboxylic acid instead of 6-{2-[5-chloro-2-(hydroxy)phenyl]cyclopent-1-enyl}pyridine-2-carboxylic acid, benzyl bromide instead of 4-chlorobenzyl bromide and with acetone as solvent instead of 2-butanone. Starting materials: Example 39 ( 1 ), BrC1C(NCC1)=O (3-bromopyrrolidin-2-one), CN(N(C([O-])=O)C1=CC=CC=C1)C (N-dimethylaminophenylcarbamate). The solvent is N1=CC=CC=C1 (pyridine). Product: BrC1C(N(CC1)C(NN(C)C)=O)=O (3-Bromo-1-(N-dimethylaminocarbamoyl)pyrrolidin-2-one). The yield is 63.7%. As a reaction SMILES: [Br:1][CH:2]1[CH2:6][CH2:5][NH:4][C:3]1=[O:7].[CH3:8][N:9]([CH3:20])[N:10](C1C=CC=CC=1)[C:11](=O)[O-:12]>N1C=CC=CC=1>[Br:1][CH:2]1[CH2:6][CH2:5][N:4]([C:11](=[O:12])[NH:10][N:9]([CH3:20])[CH3:8])[C:3]1=[O:7]. Reported procedure: Substantially in the same manner as in Example 39 (1), 8.2 g (50 mmol) of 3-bromopyrrolidin-2-one and 9.91 g (55 mmol) of N-dimethylaminophenylcarbamate in 100 ml of pyridine were treated to give 7.96 g of the objective compound as white crystal in 63.6% yield. The reactants are O1C(OCC1)C=1C=NC=CC1 (3-(1,3-Dioxolan-2-yl)pyridine), IC (iodomethane). Run in ClCCl (dichloromethane). Reaction conditions: time 72 hour. The product is [I-].O1C(OCC1)C=1C=[NH+]C=CC1 (3-(1,3-dioxolan-2-yl)-1-pyridinium iodide). Yield: 100.1%. As a reaction SMILES: [O:1]1[CH2:5][CH2:4][O:3][CH:2]1[C:6]1[CH:7]=[N:8][CH:9]=[CH:10][CH:11]=1.[I:12]C>ClCCl>[I-:12].[O:1]1[CH2:5][CH2:4][O:3][CH:2]1[C:6]1[CH:7]=[NH+:8][CH:9]=[CH:10][CH:11]=1 |f:3.4|. Procedure details: 3-(1,3-Dioxolan-2-yl)pyridine (1.00 g, 6.62 mmol) was dissolved in dichloromethane (20.0 mL). To this, iodomethane (494 μL, 7.94 mmol) was added under a nitrogen atmosphere at room temperature and the mixture was stirred at room temperature for 72 hours. The reaction mixture was concentrated, and the residue was subjected to slurry purification using diisopropyl ether, to give 3-(1,3-dioxolan-2-yl)-1-pyridinium iodide (1.85 g, yield: 96%). The reactants are C1(=CC=CC=C1)P(C1=CC=CC=C1)C1=CC=CC=C1 (triphenylphosphine), palladium dichloro-bis(acetonitrile), C[Si](C)(C)C#C (trimethylsilylacetylene), ClC1=NC=C(C=C1)Cl (2,5-dichloropyridine). The reagents and catalysts are [Cu]I (copper-(I) iodide). Solvent: C(C)NCC (diethylamine). The product is C[Si](C#CC1=NC=C(C=C1)Cl)(C)C (2-trimethylsilylethynyl-5-chloropyridine). Isolated yield 28.6%. RXN SMILES: [CH3:1][Si:2]([C:5]#[CH:6])([CH3:4])[CH3:3].Cl[C:8]1[CH:13]=[CH:12][C:11]([Cl:14])=[CH:10][N:9]=1.C1(P(C2C=CC=CC=2)C2C=CC=CC=2)C=CC=CC=1>[Cu]I.C(NCC)C>[CH3:1][Si:2]([CH3:4])([CH3:3])[C:5]#[C:6][C:8]1[CH:13]=[CH:12][C:11]([Cl:14])=[CH:10][N:9]=1. Reported procedure: 1.2 ml (10 mmol) of trimethylsilylacetylene, 40 ml of diethylamine and 1.5 g (10 mmol) of 2,5-dichloropyridine are stirred at 20° under argon. To the colourless solution obtained there are added 0.1 g (0.4 mmol) of triphenylphosphine, 0.01 g (0.05 mmol) of copper-(I) iodide as well as 0.06 g (0.25 mmol) of palladium-dichloro-bis(acetonitrile). The reaction solution is subsequently heated to reflux for 5 hours while stirring. After cooling to 25° the reaction solution is evaporated at 40° under r... Reactants: O=C([O-])[O-], Cc1ccccc1, Fc1ccc(C(Cl)c2cccs2)cc1, [K+], [K+], OCCN1CCN(CC=Cc2ccco2)CC1. Product: Fc1ccc(C(OCCN2CCN(CC=Cc3ccco3)CC2)c2cccs2)cc1. RXN SMILES: [C:1](=[O:2])([O-:3])[O-:4].[CH3:38][c:39]1[cH:40][cH:41][cH:42][cH:43][cH:44]1.[F:24][c:25]1[cH:26][cH:27][c:28]([CH:31]([c:32]2[s:33][cH:34][cH:35][cH:36]2)[Cl:37])[cH:29][cH:30]1.[K+:5].[K+:6].[OH:7][CH2:8][CH2:9][N:10]1[CH2:11][CH2:12][N:13]([CH2:16][CH:17]=[CH:18][c:19]2[o:20][cH:21][cH:22][cH:23]2)[CH2:14][CH2:15]1>>[O:7]([CH2:8][CH2:9][N:10]1[CH2:11][CH2:12][N:13]([CH2:16][CH:17]=[CH:18][c:19]2[o:20][cH:21][cH:22][cH:23]2)[CH2:14][CH2:15]1)[CH:31]([c:28]1[cH:27][cH:26][c:25]([F:24])[cH:30][cH:29]1)[c:32]1[s:33][cH:34][cH:35][cH:36]1. Starting materials: ClC1=CC(=C(C=C1)C(CC(=O)C=1C=CC(N(C1)C)=O)C1=CC=C(C=C1)CO)C (5-(3-(4-chloro-2-methylphenyl)-3-(4-(hydroxymethyl)phenyl)propanoyl)-1-methylpyridin-2(1H)-one), Cl.NO (hydroxylamine hydrochloride), C(O)([O-])=O.[Na+] (sodium hydrogencarbonate). The product is ClC1=CC(=C(C=C1)C(C\C(=N/O)\C=1C=CC(N(C1)C)=O)C1=CC=C(C=C1)CO)C ((E)-5-(3-(4-chloro-2-methylphenyl)-1-(hydroxyimino)-3-(4-(hydroxymethyl)phenyl)-propyl)-1-methylpyridin-2(1H)-one). Reaction SMILES: [Cl:1][C:2]1[CH:7]=[CH:6][C:5]([CH:8]([C:20]2[CH:25]=[CH:24][C:23]([CH2:26][OH:27])=[CH:22][CH:21]=2)[CH2:9][C:10]([C:12]2[CH:13]=[CH:14][C:15](=[O:19])[N:16]([CH3:18])[CH:17]=2)=O)=[C:4]([CH3:28])[CH:3]=1.Cl.[NH2:30][OH:31].C(=O)([O-])O.[Na+]>>[Cl:1][C:2]1[CH:7]=[CH:6][C:5]([CH:8]([C:20]2[CH:25]=[CH:24][C:23]([CH2:26][OH:27])=[CH:22][CH:21]=2)[CH2:9]/[C:10](/[C:12]2[CH:13]=[CH:14][C:15](=[O:19])[N:16]([CH3:18])[CH:17]=2)=[N:30]\[OH:31])=[C:4]([CH3:28])[CH:3]=1 |f:1.2,3.4|. Procedure: In analogy to example 151, step 3, 5-(3-(4-chloro-2-methylphenyl)-3-(4-(hydroxymethyl)phenyl)propanoyl)-1-methylpyridin-2(1H)-one was reacted with hydroxylamine hydrochloride in the presence of sodium hydrogencarbonate to give the title compound as a colourless solid, MS (ESI+): m/z=411.2 [M+H]+. Reactants: FC(C1=NC(=C(C(=C1C(=O)OCC)O)C)C(F)(F)F)(F)F (Ethyl 2,6-bis(trifluoromethyl)-4-hydroxy-5-methyl-3-pyridinecarboxylate), C(=O)([O-])[O-].[K+].[K+] (K2CO3), ICC (iodoethane). Solvent: CC(=O)C (acetone). Yields the product FC(C1=NC(=C(C(=C1C(=O)OCC)OCC)C)C(F)(F)F)(F)F (Ethyl 2,6-bis(trifluoromethyl)-4-ethoxy-5-methyl-3-pyridinecarboxylate). Yield: 77.7%. Reaction SMILES: [F:1][C:2]([F:21])([F:20])[C:3]1[C:8]([C:9]([O:11][CH2:12][CH3:13])=[O:10])=[C:7]([OH:14])[C:6]([CH3:15])=[C:5]([C:16]([F:19])([F:18])[F:17])[N:4]=1.C([O-])([O-])=O.[K+].[K+].I[CH2:29][CH3:30]>CC(C)=O>[F:21][C:2]([F:20])([F:1])[C:3]1[C:8]([C:9]([O:11][CH2:12][CH3:13])=[O:10])=[C:7]([O:14][CH2:29][CH3:30])[C:6]([CH3:15])=[C:5]([C:16]([F:19])([F:18])[F:17])[N:4]=1 |f:1.2.3|. Procedure details: A mixture of 7.8 g (0.0246 mol) of product of Example 35, 3.5 g of K2CO3, 20 g of iodoethane, and 100 ml of acetone was held at reflux for 2 days and concentrated. The reaction mixture was treated with 150 ml of water and extracted with 200 ml of ether. The ether extract was dried and concentrated. The residual solid (7.5 g) was recrystallized from hexane at low temperature to give 6.6 g (77.7%) of product; mp 72.5°-74° C. Starting materials: C1(=CC=CC=C1)C=1C=CC(=NC1)C (5-phenyl-2-picoline), ClN1C(CCC1=O)=O (N-chlorosuccinimide), C(C1=CC=CC=C1)(=O)OOC(C1=CC=CC=C1)=O (benzoylperoxide), CCOCC (Et2O). Run in C(Cl)(Cl)(Cl)Cl (CCl4). Yields the product C1(=CC=CC=C1)C=1C=CC(=NC1)CCl (5-Phenyl-2-picolyl chloride). RXN SMILES: [C:1]1([C:7]2[CH:8]=[CH:9][C:10]([CH3:13])=[N:11][CH:12]=2)[CH:6]=[CH:5][CH:4]=[CH:3][CH:2]=1.[Cl:14]N1C(=O)CCC1=O.C(OOC(=O)C1C=CC=CC=1)(=O)C1C=CC=CC=1.CCOCC>C(Cl)(Cl)(Cl)Cl>[C:1]1([C:7]2[CH:8]=[CH:9][C:10]([CH2:13][Cl:14])=[N:11][CH:12]=2)[CH:2]=[CH:3][CH:4]=[CH:5][CH:6]=1. Reported procedure: To a solution of 5-phenyl-2-picoline (6.2 g) in CCl4 (250 mL) were added N-chlorosuccinimide (5.85 g) and benzoylperoxide (100 mg). The reaction was then heated to reflux and irradiated with a 225 watt lamp for 5 hours. After cooling, Et2O was added, the solid filtered and the filtrate was evaporated to dryness. The crude residue was chromatographed on silica gel (hexane/EtOAc 9:1) to give the pure title product.